Dataset: the Open Reaction Database (ORD), a public repository of structured organic reaction records. Task: describe an organic reaction: reactants, conditions, products, and yield Reactants: solution, C(CCC)[Li] (n-butyllithium), O([Si](C1=CC=CC=C1)(C1=CC=CC=C1)C(C)(C)C)[C@H]1C[C@H](CCC1)CC=O ([cis-3-(tert-butyl-diphenylsilanoxy)cyclohexyl]acetaldehyde), O (water), C(C)OP(=O)(OCC)C(C(=O)OC(C)(C)C)CC (tert-butyl 2-(diethoxyphosphoryl)butyrate). Run in CCCCCC (n-hexane), O1CCCC1 (tetrahydrofuran), O1CCCC1 (tetrahydrofuran). Reaction conditions: temperature -20 celsius, time 1 hour. The product is [Si](C1=CC=CC=C1)(C1=CC=CC=C1)(C(C)(C)C)O[C@H]1C[C@H](CCC1)CC=C(C(=O)OC(C)(C)C)CC (tert-Butyl 4-[cis-3-(tert-butyl-diphenylsilanyloxy)cyclohexyl]-2-ethylbut-2-enoate). As a reaction SMILES: C(OP([CH:9]([CH2:17][CH3:18])[C:10]([O:12][C:13]([CH3:16])([CH3:15])[CH3:14])=[O:11])(OCC)=O)C.C([Li])CCC.[O:24]([C@@H:42]1[CH2:47][CH2:46][CH2:45][C@H:44]([CH2:48][CH:49]=O)[CH2:43]1)[Si:25]([C:38]([CH3:41])([CH3:40])[CH3:39])([C:32]1[CH:37]=[CH:36][CH:35]=[CH:34][CH:33]=1)[C:26]1[CH:31]=[CH:30][CH:29]=[CH:28][CH:27]=1.O>O1CCCC1.CCCCCC>[Si:25]([O:24][C@@H:42]1[CH2:47][CH2:46][CH2:45][C@H:44]([CH2:48][CH:49]=[C:9]([CH2:17][CH3:18])[C:10]([O:12][C:13]([CH3:14])([CH3:15])[CH3:16])=[O:11])[CH2:43]1)([C:38]([CH3:41])([CH3:40])[CH3:39])([C:26]1[CH:27]=[CH:28][CH:29]=[CH:30][CH:31]=1)[C:32]1[CH:37]=[CH:36][CH:35]=[CH:34][CH:33]=1. Procedure: 6.43 g of tert-butyl 2-(diethoxyphosphoryl)butyrate are dissolved in 90 ml of tetrahydrofuran, and 7.32 ml of a 2.7 M solution of n-butyllithium in n-hexane are added at −20° C. After 1 hour of stirring at −20° C., 4.36 g of [cis-3-(tert-butyl-diphenylsilanoxy)cyclohexyl]acetaldehyde, dissolved in 40 ml of tetrahydrofuran, are added dropwise. The reaction mixture is slowly warmed to room temperature. 50 ml of water are then added, and the mixture is extracted three times with in each case 200 ml...